The task is: describe an organic reaction: reactants, conditions, products, and yield. This data is from the Open Reaction Database (ORD), a public repository of structured organic reaction records. Reactants: C(CCC)[Li] (butyl-lithium), CC1=C(C=NCC=2C=CC(=NC2)Cl)C(=CC(=C1)C)C (N-(2,4,6-trimethylbenzylidene)-2-chloro-5-pyridylmethylamine), CI (methyl iodide). Run in O1CCCC1 (tetrahydrofuran). Conditions: time 3 hour. Product: ClC1=NC=C(C=C1)C(C)N (1-(2-chloro-5-pyridyl)ethylamine). As a reaction SMILES: CC1C=C(C)C=C(C)C=1C=[N:5][CH2:6][C:7]1[CH:8]=[CH:9][C:10]([Cl:13])=[N:11][CH:12]=1.[CH2:20]([Li])CCC.CI>O1CCCC1>[Cl:13][C:10]1[CH:9]=[CH:8][C:7]([CH:6]([NH2:5])[CH3:20])=[CH:12][N:11]=1. Procedure details: To a stirred solution of N-(2,4,6-trimethylbenzylidene)-2-chloro-5-pyridylmethylamine (10.9 g) in dried tetrahydrofuran (150 ml) cooled to -70° C. under N2 atmosphere was added butyl-lithium (10 w/v % in hexane, 26 ml), causing an immediate intense color to occur. After 30 minutes stirring at the temperature, methyl iodide (5.7 g) was added dropwise, and then the mixture was stirred for three hours without cooling. The solvent was removed under reduced pressure. To the residue, ethanol (50 ml) a...